Dataset: the Open Reaction Database (ORD), a public repository of structured organic reaction records. Task: describe an organic reaction: reactants, conditions, products, and yield The product is CON=C1CCC(CC(C(=O)Nc2cnccn2)c2ccc(S(C)(=O)=O)c(Cl)c2)CC1. Reactants: CO, CS(=O)(=O)c1ccc(C(CC2CCC(=O)CC2)C(=O)Nc2cnccn2)cc1Cl, Cl, CON, c1ccncc1. Reaction SMILES: [CH3:34][OH:35].[Cl:5][c:6]1[cH:7][c:8]([CH:16]([C:17](=[O:18])[NH:19][c:20]2[n:21][cH:22][cH:23][n:24][cH:25]2)[CH2:26][CH:27]2[CH2:28][CH2:29][C:30](=[O:33])[CH2:31][CH2:32]2)[cH:9][cH:10][c:11]1[S:12](=[O:13])(=[O:14])[CH3:15].[ClH:1].[O:2]([CH3:3])[NH2:4].[cH:36]1[cH:37][cH:38][n:39][cH:40][cH:41]1>>[O:2]([CH3:3])[N:4]=[C:30]1[CH2:29][CH2:28][CH:27]([CH2:26][CH:16]([c:8]2[cH:7][c:6]([Cl:5])[c:11]([S:12](=[O:13])(=[O:14])[CH3:15])[cH:10][cH:9]2)[C:17](=[O:18])[NH:19][c:20]2[n:21][cH:22][cH:23][n:24][cH:25]2)[CH2:32][CH2:31]1.